From a dataset of the Open Reaction Database (ORD), a public repository of structured organic reaction records. describe an organic reaction: reactants, conditions, products, and yield Reactants: BrB(Br)Br, CCc1cc(OC)c2c(c1)C1CN(C(=O)OC(C)(C)C)CC1NC2=O, ClCCl, CC(C)(C)OC(=O)OC(=O)OC(C)(C)C, Cl, [Na+], [OH-]. The product is CCc1cc(O)c2c(c1)C1CN(C(=O)OC(C)(C)C)CC1NC2=O. As a reaction SMILES: [B:26]([Br:27])([Br:28])[Br:29].[CH2:1]([CH3:2])[c:3]1[cH:4][c:5]2[c:10]([c:11]([O:13][CH3:14])[cH:12]1)[C:9](=[O:15])[NH:8][CH:7]1[CH:6]2[CH2:18][N:17]([C:19](=[O:20])[O:21][C:22]([CH3:23])([CH3:24])[CH3:25])[CH2:16]1.[CH2:47]([Cl:48])[Cl:49].[CH3:32][C:33]([O:34][C:35]([O:36][C:37]([O:38][C:39]([CH3:40])([CH3:41])[CH3:42])=[O:43])=[O:44])([CH3:45])[CH3:46].[ClH:50].[Na+:31].[OH-:30]>>[CH2:1]([CH3:2])[c:3]1[cH:4][c:5]2[c:10]([c:11]([OH:13])[cH:12]1)[C:9](=[O:15])[NH:8][CH:7]1[CH:6]2[CH2:18][N:17]([C:19](=[O:20])[O:21][C:22]([CH3:23])([CH3:24])[CH3:25])[CH2:16]1. Reactants: BrC(Br)(Br)Br, ClCCl, O=[N+]([O-])c1cc(CO)cc(C(F)(F)F)c1, c1ccc(P(c2ccccc2)c2ccccc2)cc1. Product: O=[N+]([O-])c1cc(CBr)cc(C(F)(F)F)c1. RXN SMILES: [Br:35][C:36]([Br:37])([Br:38])[Br:39].[Cl:40][CH2:41][Cl:42].[N+:1](=[O:2])([O-:3])[c:4]1[cH:5][c:6]([CH2:14][OH:15])[cH:7][c:8]([C:10]([F:11])([F:12])[F:13])[cH:9]1.[c:16]1([P:17]([c:18]2[cH:19][cH:20][cH:21][cH:22][cH:23]2)[c:24]2[cH:25][cH:26][cH:27][cH:28][cH:29]2)[cH:30][cH:31][cH:32][cH:33][cH:34]1>>[N+:1](=[O:2])([O-:3])[c:4]1[cH:5][c:6]([CH2:14][Br:35])[cH:7][c:8]([C:10]([F:11])([F:12])[F:13])[cH:9]1. Starting materials: O=C([O-])[O-], CS(C)=O, Clc1nccnc1Cl, [Cs+], [Cs+], O, O=C(c1ccc(O)cc1)c1nc2ccccc2s1. The product is O=C(c1ccc(Oc2nccnc2Cl)cc1)c1nc2ccccc2s1. RXN SMILES: [C:31](=[O:32])([O-:33])[O-:34].[CH3:27][S:28]([CH3:29])=[O:30].[Cl:19][c:20]1[n:21][cH:22][cH:23][n:24][c:25]1[Cl:26].[Cs+:35].[Cs+:36].[OH2:37].[s:1]1[c:2]([C:10](=[O:11])[c:12]2[cH:13][cH:14][c:15]([OH:18])[cH:16][cH:17]2)[n:3][c:4]2[c:5]1[cH:6][cH:7][cH:8][cH:9]2>>[s:1]1[c:2]([C:10](=[O:11])[c:12]2[cH:13][cH:14][c:15]([O:18][c:25]3[c:20]([Cl:19])[n:21][cH:22][cH:23][n:24]3)[cH:16][cH:17]2)[n:3][c:4]2[c:5]1[cH:6][cH:7][cH:8][cH:9]2. Reactants: C(CCCCC)OC1=CC=C(C(=O)O)C=C1 (4-n-hexyloxybenzoic acid), ClCC[C@@H](CCCOC1=CC=C(C=C1)O)C ((R)-4-(6'-chloro-4'-methylhexyloxy)phenol), C(CCCCCCC)OC1=CC=C(C(=O)O)C=C1 (4-n-octoxybenzoic acid), ClC(C[C@@H](CCCOC1=CC=C(C=C1)O)C)CCCC ((R)-4-(6'-chloro-4'-methyldecyloxy)phenol). Yields the product ClC(C[C@@H](CCCOC1=CC=C(C=C1)OC(C1=CC=C(C=C1)OCCCCCCCC)=O)C)CCCC ((R)-4-n-octoxybenzoic acid 4-(6'-chloro-4'-methyldecyloxy)phenyl ester). Reaction SMILES: C(OC1C=CC(C(O)=O)=CC=1)CCCCC.ClCC[C@H](C)CCCOC1C=CC(O)=CC=1.[CH2:33]([O:41][C:42]1[CH:50]=[CH:49][C:45]([C:46]([OH:48])=[O:47])=[CH:44][CH:43]=1)[CH2:34][CH2:35][CH2:36][CH2:37][CH2:38][CH2:39][CH3:40].[Cl:51][CH:52]([CH2:67][CH2:68][CH2:69][CH3:70])[CH2:53][C@H:54]([CH3:66])[CH2:55][CH2:56][CH2:57][O:58][C:59]1[CH:64]=[CH:63][C:62](O)=[CH:61][CH:60]=1>>[Cl:51][CH:52]([CH2:67][CH2:68][CH2:69][CH3:70])[CH2:53][C@H:54]([CH3:66])[CH2:55][CH2:56][CH2:57][O:58][C:59]1[CH:60]=[CH:61][C:62]([O:47][C:46](=[O:48])[C:45]2[CH:44]=[CH:43][C:42]([O:41][CH2:33][CH2:34][CH2:35][CH2:36][CH2:37][CH2:38][CH2:39][CH3:40])=[CH:50][CH:49]=2)=[CH:63][CH:64]=1. Procedure details: The procedure of Example 12 was followed except that the 4-n-hexyloxybenzoic acid and (R)-4-(6'-chloro-4'-methylhexyloxy)phenol were replaced by 4-n-octoxybenzoic acid and (R)-4-(6'-chloro-4'-methyldecyloxy)phenol ([α]D =+2.00°, C=1, CHCl3 solution, 26° C.) to thereby give the title compound.